Dataset: the Open Reaction Database (ORD), a public repository of structured organic reaction records. Task: describe an organic reaction: reactants, conditions, products, and yield Starting materials: [Al+3], O=C(Cl)CCCCCBr, ClCCl, COc1c(C)ccc(C)c1OC, [Cl-], [Cl-], [Cl-], O. The product is COc1c(C)cc(C(=O)CCCCCBr)c(C)c1OC. As a reaction SMILES: [Al+3:14].[Br:17][CH2:18][CH2:19][CH2:20][CH2:21][CH2:22][C:23](=[O:24])[Cl:25].[CH2:27]([Cl:28])[Cl:29].[CH3:1][c:2]1[c:3]([O:11][CH3:12])[c:4]([O:9][CH3:10])[c:5]([CH3:8])[cH:6][cH:7]1.[Cl-:13].[Cl-:15].[Cl-:16].[OH2:26]>>[CH3:1][c:2]1[c:3]([O:11][CH3:12])[c:4]([O:9][CH3:10])[c:5]([CH3:8])[cH:6][c:7]1[C:23]([CH2:22][CH2:21][CH2:20][CH2:19][CH2:18][Br:17])=[O:24].